Dataset: the Open Reaction Database (ORD), a public repository of structured organic reaction records. Task: describe an organic reaction: reactants, conditions, products, and yield As a reaction SMILES: Cl[C:2]#[C:3][CH2:4][CH2:5][CH2:6][CH2:7][CH2:8][CH3:9].[H-].[CH3:11][Al](C)C.[Na+].[Cl:16]/[CH:17]=[CH:18]/[CH2:19][CH2:20][CH2:21][CH2:22][CH2:23][CH3:24].Cl/C=C\CCCCCC.C#CCCCCCC>COCCOCCOC>[CH3:9]/[CH:8]=[CH:7]\[CH2:6][CH2:5][CH2:4][CH2:3][CH2:2][CH3:11].[Cl:16]/[CH:17]=[CH:18]/[CH2:19][CH2:20][CH2:21][CH2:22][CH2:23][CH3:24] |f:1.2.3|. The yield is 17.0%. Reported procedure: Addition of 1-chloro-1-octyne to 1.5 equivalents of sodium trimethylaluminum hydride in diglyme at 0° C. with stirring for one hour resulted in the regio- and stereoselective formation of the E-alpha-chloroalkenylalanate, [HexHC=C(Cl)AlMe3 ]-Na+, in 89% yield as evidenced from 1H-NMR (the vinylic proton was present as a triplet, J=8 Hz, at 5.88 ppm) and gas chromatography (GC) analysis of the trans-1-chloro-1-octene obtained upon protonolysis. None of the corresponding cis-1-chloro-1-octene was ... Conditions: time 1 hour. Reactants: ClC#CCCCCCC (1-chloro-1-octyne), [H-].C[Al](C)C.[Na+] (sodium trimethylaluminum hydride), Cl\C=C\CCCCCC (trans-1-chloro-1-octene), Cl\C=C/CCCCCC (cis-1-chloro-1-octene), C#CCCCCCC (1-octyne). The product is C\C=C/CCCCCC (cis-2-nonene), Cl\C=C\CCCCCC (trans-1-chloro-1-octene). The solvent is COCCOCCOC (diglyme). Yields the product Cl.N1=CC=CC=2CC(CC12)C(=O)O (6,7-dihydro-5H-[1]pyrindine-6-carboxylic acid hydrochloride). The reactants are C(C)OC(=O)C1(CC=2C=CC=NC2C1)C(=O)OCC (5,7-Dihydro-[1]pyrindine-6,6-dicarboxylic acid diethyl ester), Cl (hydrochloric acid). RXN SMILES: C([O:3][C:4]([C:6]1(C(OCC)=O)[CH2:14][C:13]2[N:12]=[CH:11][CH:10]=[CH:9][C:8]=2[CH2:7]1)=[O:5])C.[ClH:20]>>[ClH:20].[N:12]1[C:13]2[CH2:14][CH:6]([C:4]([OH:5])=[O:3])[CH2:7][C:8]=2[CH:9]=[CH:10][CH:11]=1 |f:2.3|. Procedure: 5,7-Dihydro-[1]pyrindine-6,6-dicarboxylic acid diethyl ester (0.953 g, 3.62 mmol) is taken into concentrated hydrochloric acid, heated to reflux for 4 hours and evaporated to afford 6,7-dihydro-5H-[1]pyrindine-6-carboxylic acid hydrochloride. δc (DMSO-d6) 33.9 (t), 34.5 (t) 41.2 (d), 124.8 (d), 140.1 (d), 140.8 (d), 141.2 (s), 158.4 (s), 175.2 (s). Reactants: CC(C)COCC(=O)O, ClC(Cl)Cl, O=S(Cl)Cl. The product is CC(C)COCC(=O)Cl. RXN SMILES: [CH3:5][CH:6]([CH2:7][O:8][CH2:9][C:10](=[O:11])[OH:12])[CH3:13].[CH:14]([Cl:15])([Cl:16])[Cl:17].[S:1]([Cl:2])([Cl:3])=[O:4]>>[Cl:3][C:10]([CH2:9][O:8][CH2:7][CH:6]([CH3:5])[CH3:13])=[O:11]. Reactants: OC=1C=CC2=C(SC(=C2)C2=CC=C(C=C2)O)C1 (6-hydroxy-2-(4-hydroxyphenyl)-benzo[b]thiophene), desired intermediate, N1=CC=CC=C1 (pyridine), CS(=O)(=O)Cl (methanesulfonyl chloride). The reagents and catalysts are CN(C1=CC=NC=C1)C (4-dimethylaminopyridine). Solvent: O (water). Run at time 8 hour. Product: CS(=O)(=O)OC=1C=CC2=C(SC(=C2)C2=CC=C(C=C2)OS(=O)(=O)C)C1 (6-methanesulfonyloxy-2-(4-methanesulfonyloxyphenyl)benzo[b]thiophene). Reaction SMILES: [OH:1][C:2]1[CH:3]=[CH:4][C:5]2[CH:9]=[C:8]([C:10]3[CH:15]=[CH:14][C:13]([OH:16])=[CH:12][CH:11]=3)[S:7][C:6]=2[CH:17]=1.N1C=CC=CC=1.[CH3:24][S:25](Cl)(=[O:27])=[O:26]>CN(C)C1C=CN=CC=1.O>[CH3:24][S:25]([O:1][C:2]1[CH:3]=[CH:4][C:5]2[CH:9]=[C:8]([C:10]3[CH:15]=[CH:14][C:13]([O:16][S:25]([CH3:24])(=[O:27])=[O:26])=[CH:12][CH:11]=3)[S:7][C:6]=2[CH:17]=1)(=[O:27])=[O:26]. Reported procedure: Twenty g. of 6-hydroxy-2-(4-hydroxyphenyl)-benzo[b]thiophene was dissolved in 400 ml. of pyridine, together with 23.4 g. of methanesulfonyl chloride and 50 mg. of 4-dimethylaminopyridine. The mixture was stirred under a nitrogen blanket overnight at ambient temperature, and was then poured into 2 liters of water and stirred vigorously. The solids were collected by filtration, and washed successively with water, methanol and diethyl ether. The washed solids were then vacuum dried at 60° C. to obt... Starting materials: C(CCCCCC)N (heptylamine), C(#N)NC(=NCCSCC=1OC(=CC1)CN(C)C)S (N-cyano-N'-[2-[[[5-(dimethylamino)methyl-2-furanyl]methyl]thio]ethyl]carbamimidothioic acid). Product: O.C(CCCCCC)N=C(N)N (N"-heptylguanidine hydrate). Yield: 132.0%. Reaction SMILES: [CH2:1]([NH2:8])[CH2:2][CH2:3][CH2:4][CH2:5][CH2:6][CH3:7].[C:9]([NH:11]C(S)=NCCSCC1[O:19]C(CN(C)C)=CC=1)#[N:10]>>[OH2:19].[CH2:1]([N:8]=[C:9]([NH2:11])[NH2:10])[CH2:2][CH2:3][CH2:4][CH2:5][CH2:6][CH3:7] |f:2.3|. Reported procedure: A mixture of heptylamine (1.15 g) and N-cyano-N'-[2-[[[5-(dimethylamino)methyl-2-furanyl]methyl]thio]ethyl]carbamimidothioic acid (3.12 g) was heated on an oil bath for 12 hr at 100°. The product was chromatographed (silica/methanol) to give N-cyano-N'-[2-[[[5-dimethylamino)methyl-2-furanyl]methyl]thio]ethyl]-N"-heptylguanidine hydrate (2.31g) Rf 0.49. Analysis Found: C, 56.99; H, 8.32; N, 17.53. C19H33N5OS.H2O requires: C, 57.43; H, 8.81; N, 17.63%. Starting materials: ice water, ClC=1C=C(C=C(C1OCCCNC1=CC=C(C=C1)C(F)(F)F)Cl)OCC=C(Cl)Cl (3,5-dichloro-1-(3,3-dichloro-2-propenyloxy)-4-(3-(4-(trifluoromethyl) phenylamino)propyloxy)benzene), CI (methyl iodide), C([O-])([O-])=O.[K+].[K+] (potassium carbonate), crude product. The solvent is CN(C=O)C (N,N-dimethylformamide). Reaction conditions: temperature 50 celsius, time 3 hour. Yields the product ClC=1C=C(C=C(C1OCCCN(C1=CC=C(C=C1)C(F)(F)F)C)Cl)OCC=C(Cl)Cl (3,5-dichloro-1-(3,3-dichloro-2-propenyloxy)-4-(3-(methyl(4-(trifluoromethyl)phenyl)amino)propyloxy)benzene). The yield is 68.3%. Reaction SMILES: [Cl:1][C:2]1[CH:3]=[C:4]([O:24][CH2:25][CH:26]=[C:27]([Cl:29])[Cl:28])[CH:5]=[C:6]([Cl:23])[C:7]=1[O:8][CH2:9][CH2:10][CH2:11][NH:12][C:13]1[CH:18]=[CH:17][C:16]([C:19]([F:22])([F:21])[F:20])=[CH:15][CH:14]=1.CI.[C:32](=O)([O-])[O-].[K+].[K+]>CN(C)C=O>[Cl:1][C:2]1[CH:3]=[C:4]([O:24][CH2:25][CH:26]=[C:27]([Cl:29])[Cl:28])[CH:5]=[C:6]([Cl:23])[C:7]=1[O:8][CH2:9][CH2:10][CH2:11][N:12]([CH3:32])[C:13]1[CH:18]=[CH:17][C:16]([C:19]([F:21])([F:22])[F:20])=[CH:15][CH:14]=1 |f:2.3.4|. Procedure details: A mixture of 0.37 g of 3,5-dichloro-1-(3,3-dichloro-2-propenyloxy)-4-(3-(4-(trifluoromethyl) phenylamino)propyloxy)benzene, 0.1 ml of methyl iodide, 0.12 g of potassium carbonate and 10 ml of N,N-dimethylformamide was stirred at 50° C. for 3 hours. After cooling to room temperature, the reaction mixture was poured into ice-water, and extracted twice with 50 ml of ethyl acetate. The combined ethyl acetate layer was washed with water, dried with anhydrous magnesium sulfate, and concentrated to obt... Reactants: Cc1nc2ccc(C(=O)O)cc2n1Cc1ccccc1Cl, C1=C(C2=NNCCCCCCCC2)CCCCCCCCC1, CO, NS(=O)(=O)c1cccc(Cl)c1, Cl, O. Product: Cc1nc2ccc(C(=O)NS(=O)(=O)c3cccc(Cl)c3)cc2n1Cc1ccccc1Cl. Reaction SMILES: [C:1](=[O:2])([OH:3])[c:4]1[cH:5][cH:6][c:7]2[c:8]([n:9]([CH2:13][c:14]3[c:15]([Cl:20])[cH:16][cH:17][cH:18][cH:19]3)[c:10]([CH3:12])[n:11]2)[cH:21]1.[C:33]1([C:34]2=[CH:44][CH2:43][CH2:42][CH2:41][CH2:40][CH2:39][CH2:38][CH2:37][CH2:36][CH2:35]2)=[N:54][NH:53][CH2:52][CH2:51][CH2:50][CH2:49][CH2:48][CH2:47][CH2:46][CH2:45]1.[CH3:56][OH:57].[Cl:22][c:23]1[cH:24][c:25]([S:29](=[O:30])(=[O:31])[NH2:32])[cH:26][cH:27][cH:28]1.[ClH:55].[OH2:58]>>[C:1](=[O:3])([c:4]1[cH:5][cH:6][c:7]2[c:8]([n:9]([CH2:13][c:14]3[c:15]([Cl:20])[cH:16][cH:17][cH:18][cH:19]3)[c:10]([CH3:12])[n:11]2)[cH:21]1)[NH:32][S:29]([c:25]1[cH:24][c:23]([Cl:22])[cH:28][cH:27][cH:26]1)(=[O:30])=[O:31]. The reactants are NCC1(CCN(CC1)CC1=CC=CC=C1)N (4-amino methyl-1-benzyl-piperidine-4-ylamine), [O-]S(=O)(=O)[O-].[Mg+2] (MgSO4), [H-].[Al+3].[Li+].[H-].[H-].[H-] (lithium aluminium hydride), [OH-].[Na+] (NaOH). Run in C(C)OCC (diethyl ether), O (Water), O (water), C(C)OCC (diethyl ether). Conditions: temperature 0 celsius, time 15 minute. Product: NC1(CCN(CC1)CC1=CC=CC=C1)C#N (4-Amino-1-benzyl-piperidine-4-carbonitrile). As a reaction SMILES: [H-].[Al+3].[Li+].[H-].[H-].[H-].[NH2:7][CH2:8][C:9]1([NH2:22])[CH2:14][CH2:13][N:12]([CH2:15][C:16]2[CH:21]=[CH:20][CH:19]=[CH:18][CH:17]=2)[CH2:11][CH2:10]1.[OH-].[Na+].[O-]S([O-])(=O)=O.[Mg+2]>C(OCC)C.O>[NH2:22][C:9]1([C:8]#[N:7])[CH2:14][CH2:13][N:12]([CH2:15][C:16]2[CH:21]=[CH:20][CH:19]=[CH:18][CH:17]=2)[CH2:11][CH2:10]1 |f:0.1.2.3.4.5,7.8,9.10|. Procedure details: To a solution of lithium aluminium hydride (1 M in THF, 10.4 ml) in dry diethyl ether (15 ml), cooled to 0° C., under an argon atmosphere is added dropwise 4-amino methyl-1-benzyl-piperidine-4-ylamine (900 mg, 4.18 mmol) in dry diethyl ether (15 ml). The reaction mixture is heated at reflux for 24 h and then cooled to 0° C. Water (0.25 ml) is added followed by a 15% aqueous NaOH (0.25 ml) and then water (0.7 ml). After warming to room temperature MgSO4 (150 mg) is added and stirred for 15 minute... Reagents/catalysts: C1=CC=C(C=C1)P([C-]2C=CC=C2)C3=CC=CC=C3.C1=CC=C(C=C1)P([C-]2C=CC=C2)C3=CC=CC=C3.Cl[Pd]Cl.[Fe+2].ClCCl ([1,1′-bis(diphenylphosphino)ferrocene]dichloropalladium(II) dichloromethane). Reactants: ClC1=CC2=C(C=N1)C=NN2C2=CN=CC(=N2)N2CCN(CCC2)C(=O)OC(C)(C)C (tert-butyl 4-[6-(6-chloropyrazolo[4,3-c]pyridin-1-yl)pyrazin-2-yl]-1,4-diazepane-1-carboxylate), C(C)N1N=CC(=C1)B1OC(C(O1)(C)C)(C)C (1-ethyl-4-(4,4,5,5-tetramethyl-1,3,2-dioxaborolan-2-yl)pyrazole), C(C)(=O)[O-].[K+] (potassium acetate), C([O-])([O-])=O.[Na+].[Na+] (sodium carbonate). Reaction SMILES: Cl[C:2]1[N:7]=[CH:6][C:5]2[CH:8]=[N:9][N:10]([C:11]3[N:16]=[C:15]([N:17]4[CH2:23][CH2:22][CH2:21][N:20]([C:24]([O:26][C:27]([CH3:30])([CH3:29])[CH3:28])=[O:25])[CH2:19][CH2:18]4)[CH:14]=[N:13][CH:12]=3)[C:4]=2[CH:3]=1.[CH2:31]([N:33]1[CH:37]=[C:36](B2OC(C)(C)C(C)(C)O2)[CH:35]=[N:34]1)[CH3:32].C([O-])(=O)C.[K+].C(=O)([O-])[O-].[Na+].[Na+]>C(#N)C.C1C=CC(P(C2C=CC=CC=2)[C-]2C=CC=C2)=CC=1.C1C=CC(P(C2C=CC=CC=2)[C-]2C=CC=C2)=CC=1.Cl[Pd]Cl.[Fe+2].ClCCl>[CH2:31]([N:33]1[CH:37]=[C:36]([C:2]2[N:7]=[CH:6][C:5]3[CH:8]=[N:9][N:10]([C:11]4[N:16]=[C:15]([N:17]5[CH2:23][CH2:22][CH2:21][N:20]([C:24]([O:26][C:27]([CH3:30])([CH3:29])[CH3:28])=[O:25])[CH2:19][CH2:18]5)[CH:14]=[N:13][CH:12]=4)[C:4]=3[CH:3]=2)[CH:35]=[N:34]1)[CH3:32] |f:2.3,4.5.6,8.9.10.11.12|. Procedure details: A mixture of tert-butyl 4-[6-(6-chloropyrazolo[4,3-c]pyridin-1-yl)pyrazin-2-yl]-1,4-diazepane-1-carboxylate (0.2526 mmol; 108.6 mg), 1-ethyl-4-(4,4,5,5-tetramethyl-1,3,2-dioxaborolan-2-yl)pyrazole (0.3789 mmol; 84.16 mg), [1,1′-bis(diphenylphosphino)ferrocene]dichloropalladium(II) dichloromethane adduct (0.02526 mmol; 21.1 mg), potassium acetate (0.3789 mmol; 0.38 mL) and sodium carbonate (0.3789 mmol; 0.38 mL) in Acetonitrile (10 mL) in a pressure tube was heated under microwave at 150° C. for ... Yield: 102.7%. The solvent is C(C)#N (Acetonitrile). The product is C(C)N1N=CC(=C1)C1=CC2=C(C=N1)C=NN2C2=CN=CC(=N2)N2CCN(CCC2)C(=O)OC(C)(C)C (tert-butyl 4-[6-[6-(1-ethylpyrazol-4-yl)pyrazolo[4,3-c]pyridin-1-yl]pyrazin-2-yl]-1,4-diazepane-1-carboxylate). Reaction conditions: temperature 150 celsius.